This data is from the Open Reaction Database (ORD), a public repository of structured organic reaction records. The task is: describe an organic reaction: reactants, conditions, products, and yield Starting materials: Cl.N1=C(C=NC=C1)CC(=O)O (2-(pyrazin-2-yl)acetic acid hydrochloride), N[C@H](C(=O)NC1=CC=C(C=C1)OC1=CC=C(C=C1)F)COCC1=CC=CC=C1 ((S)-2-amino-3-(benzyloxy)-N-(4-(4-fluorophenoxy)phenyl)propanamide). Yields the product Compound 159, C(C1=CC=CC=C1)OC[C@@H](C(=O)NC1=CC=C(C=C1)OC1=CC=C(C=C1)F)NC(CC1=NC=CN=C1)=O ((S)-3-(benzyloxy)-N-(4-(4-fluorophenoxy)phenyl)-2-(2-(pyrazin-2-yl)acetamido)propanamide). Yield: 46.0%. Reaction SMILES: Cl.[N:2]1[CH:7]=[CH:6][N:5]=[CH:4][C:3]=1[CH2:8][C:9]([OH:11])=O.[NH2:12][C@@H:13]([CH2:31][O:32][CH2:33][C:34]1[CH:39]=[CH:38][CH:37]=[CH:36][CH:35]=1)[C:14]([NH:16][C:17]1[CH:22]=[CH:21][C:20]([O:23][C:24]2[CH:29]=[CH:28][C:27]([F:30])=[CH:26][CH:25]=2)=[CH:19][CH:18]=1)=[O:15]>>[CH2:33]([O:32][CH2:31][C@H:13]([NH:12][C:9](=[O:11])[CH2:8][C:3]1[CH:4]=[N:5][CH:6]=[CH:7][N:2]=1)[C:14]([NH:16][C:17]1[CH:22]=[CH:21][C:20]([O:23][C:24]2[CH:29]=[CH:28][C:27]([F:30])=[CH:26][CH:25]=2)=[CH:19][CH:18]=1)=[O:15])[C:34]1[CH:39]=[CH:38][CH:37]=[CH:36][CH:35]=1 |f:0.1|. Procedure: Proceeding as in Example 1, but substituting 2-(pyrazin-2-yl)acetic acid hydrochloride and (S)-2-amino-3-(benzyloxy)-N-(4-(4-fluorophenoxy)phenyl)propanamide, gave Compound 159, (S)-3-(benzyloxy)-N-(4-(4-fluorophenoxy)phenyl)-2-(2-(pyrazin-2-yl)acetamido)propanamide (66 mg, 46%). 1H-NMR (400 MHz, CDCl3): σ 8.63-8.44 (m, 4H), 7.40-7.19 (m, 9H), 7.05-6.92 (m, 3H), 4.74-4.70 (m, 1H), 4.66 (d, 1H), 4.55 (d, 1H), 4.10 (dd, 1H), 3.85 (s, 2H), 3.64 (dd, 1H). MS (EI) for C28H25FN4O4. found 501.2 (MH+). The reactants are CC(C)O, O=C(c1ccccc1)c1ccccc1. The product is OC(c1ccccc1)c1ccccc1. As a reaction SMILES: [CH3:15][CH:16]([OH:17])[CH3:18].[O:1]=[C:2]([c:3]1[cH:4][cH:5][cH:6][cH:7][cH:8]1)[c:9]1[cH:10][cH:11][cH:12][cH:13][cH:14]1>>[OH:1][CH:2]([c:3]1[cH:4][cH:5][cH:6][cH:7][cH:8]1)[c:9]1[cH:10][cH:11][cH:12][cH:13][cH:14]1. Reactants: C(C1=CC=CC=C1)=O (benzaldehyde), B(OCCCC)(OCCCC)OCCCC (tributyl borate), Boric anhydride, C(CCC)N (Butylamine), C(C1=CC=CC=C1)C(C(C)=O)C(C)=O (3-Benzyl-2,4-pentanedione), Cl (Hydrochloric acid). Solvent: C(C)(=O)OCC (ethyl acetate). Run at time 48 hour. Yields the product C(C1=CC=CC=C1)C(C(C=CC1=CC=CC=C1)=O)C(C=CC1=CC=CC=C1)=O (4-Benzyl-1,7-diphenyl-1,6-heptadiene-3,5-dione). Isolated yield 313.8%. Reaction SMILES: [CH2:1]([CH:8]([C:12](=[O:14])[CH3:13])[C:9](=[O:11])[CH3:10])[C:2]1[CH:7]=[CH:6][CH:5]=[CH:4][CH:3]=1.[CH:15](=O)[C:16]1[CH:21]=[CH:20][CH:19]=[CH:18][CH:17]=1.B(OCCCC)(OCCCC)O[CH2:25][CH2:26][CH2:27]C.[CH2:39](N)[CH2:40][CH2:41][CH3:42].Cl>C(OCC)(=O)C>[CH2:1]([CH:8]([C:9](=[O:11])[CH:10]=[CH:42][C:41]1[CH:27]=[CH:26][CH:25]=[CH:39][CH:40]=1)[C:12](=[O:14])[CH:13]=[CH:15][C:16]1[CH:21]=[CH:20][CH:19]=[CH:18][CH:17]=1)[C:2]1[CH:7]=[CH:6][CH:5]=[CH:4][CH:3]=1. Procedure: Boric anhydride (0.49 g, 7.0 mmol) was combined with 3-benzyl-2,4-pentanedione (8, 1.90 g, 10.0 mmol) and stirred for 48 hr at room temperature under a nitrogen atmosphere. A solution of dry ethyl acetate (10 ml), benzaldehyde (1b, 2.05 ml, 20.2 mmol) and tributyl borate (11.0 ml, 40.5 mmol) was added and the mixture stirred for 15 min at room temperature. Butylamine (0.20 ml, 2.0 mmol) was added dropwise over 30 min and stirring was continued for 18 hr at room temperature. Hydrochloric acid (15... The reactants are C(C)(C)(C)P(C1=C(C(=C(C(=C1C)C)C)C)C1=C(C=C(C=C1C(C)C)C(C)C)C(C)C)C(C)(C)C (2-di-tert-butylphosphino-3,4,5,6-tetramethyl-2′,4′,6′-triisopropyl-1,1′-biphenyl), C([O-])([O-])=O.[Cs+].[Cs+] (cesium carbonate), ClC1=CC2=C([C@@H]3[C@@H](CNC2=O)CN(C3)C)C=C1 ((3aS,10bS)-8-chloro-2-methyl-1,2,3,3a,4,5-hexahydrobenzo[e]pyrrolo[3,4-c]azepin-6(10bH)-one), 2-L, [OH-].[K+] (KOH), C(C1=CC=CC=C1)O (benzyl alcohol), product, 1-L. Reagents/catalysts: C(C)(=O)[O-].[Pd+2].C(C)(=O)[O-] (Palladium(II) acetate). The solvent is C1(=CC=CC=C1)C (Toluene), COC(C)(C)C (tert-butyl methyl ether), C(C)(=O)OCC (ethyl acetate). Conditions: temperature 95 celsius, time 1 hour. The product is C(C1=CC=CC=C1)OC1=CC2=C([C@@H]3[C@@H](CNC2=O)CN(C3)C)C=C1 ((3aS,10bS)-8-(Benzyloxy)-2-methyl-1,2,3,3a,4,5-hexahydrobenzo[e]pyrrolo[3,4-c]azepin-6(10bH)-one). Isolated yield 46.5%. RXN SMILES: C(P(C(C)(C)C)C1C(C)=C(C)C(C)=C(C)C=1C1C(C(C)C)=CC(C(C)C)=CC=1C(C)C)(C)(C)C.C(=O)([O-])[O-].[Cs+].[Cs+].Cl[C:42]1[CH:57]=[CH:56][C:45]2[C@H:46]3[CH2:54][N:53]([CH3:55])[CH2:52][C@@H:47]3[CH2:48][NH:49][C:50](=[O:51])[C:44]=2[CH:43]=1.[CH2:58]([OH:65])[C:59]1[CH:64]=[CH:63][CH:62]=[CH:61][CH:60]=1.[OH-].[K+]>C([O-])(=O)C.[Pd+2].C([O-])(=O)C.COC(C)(C)C.C(OCC)(=O)C.C1(C)C=CC=CC=1>[CH2:58]([O:65][C:42]1[CH:57]=[CH:56][C:45]2[C@H:46]3[CH2:54][N:53]([CH3:55])[CH2:52][C@@H:47]3[CH2:48][NH:49][C:50](=[O:51])[C:44]=2[CH:43]=1)[C:59]1[CH:64]=[CH:63][CH:62]=[CH:61][CH:60]=1 |f:1.2.3,6.7,8.9.10|. Reported procedure: Palladium(II) acetate (1.075 g, 4.79 mmol), 2-di-tert-butylphosphino-3,4,5,6-tetramethyl-2′,4′,6′-triisopropyl-1,1′-biphenyl (2.76 g, 5.74 mmol), cesium carbonate (58.5, 179 mmol) and (3aS,10bS)-8-chloro-2-methyl-1,2,3,3a,4,5-hexahydrobenzo[e]pyrrolo[3,4-c]azepin-6(10bH)-one (Example 199, 30.0 g, 120 mmol) were charged to a three-neck 2-L round bottom flask equipped with a magnetic stir bar, thermocouple and a reflux condenser. The flask was purged with argon for about 2 hours. Toluene (240 mL) ...